Task: describe an organic reaction: reactants, conditions, products, and yield. Dataset: the Open Reaction Database (ORD), a public repository of structured organic reaction records Starting materials: CC(C)n1cnnc1-c1nc2c(s1)CCOc1cc(CO)ccc1-2, ClCCl. Product: CC(C)n1cnnc1-c1nc2c(s1)CCOc1cc(C=O)ccc1-2. As a reaction SMILES: [CH:1]([CH3:2])([CH3:3])[n:4]1[c:5](-[c:9]2[s:10][c:11]3[c:17]([n:18]2)-[c:16]2[c:15]([cH:22][c:21]([CH2:23][OH:24])[cH:20][cH:19]2)[O:14][CH2:13][CH2:12]3)[n:6][n:7][cH:8]1.[Cl:25][CH2:26][Cl:27]>>[CH:1]([CH3:2])([CH3:3])[n:4]1[c:5](-[c:9]2[s:10][c:11]3[c:17]([n:18]2)-[c:16]2[c:15]([cH:22][c:21]([CH:23]=[O:24])[cH:20][cH:19]2)[O:14][CH2:13][CH2:12]3)[n:6][n:7][cH:8]1. The reactants are [BH4-], C1CCOC1, CCOC(C)=O, CCO, [Ca+2], [Cl-], [Cl-], Cl, [Na+], O, CNC(=O)c1ccc2cc(C(O)(CC(=O)OC)c3cn(C(c4ccccc4)(c4ccccc4)c4ccccc4)cn3)ccc2c1. Yields the product CNC(=O)c1ccc2cc(C(O)(CCO)c3cn(C(c4ccccc4)(c4ccccc4)c4ccccc4)cn3)ccc2c1. RXN SMILES: [BH4-:1].[CH2:59]1[O:60][CH2:61][CH2:62][CH2:63]1.[CH3:52][CH2:53][O:54][C:55](=[O:56])[CH3:57].[CH3:64][CH2:65][OH:66].[Ca+2:5].[Cl-:3].[Cl-:4].[ClH:51].[Na+:2].[OH2:58].[OH:6][C:7]([CH2:8][C:9](=[O:10])[O:11][CH3:12])([c:13]1[n:14][cH:15][n:16]([C:18]([c:19]2[cH:20][cH:21][cH:22][cH:23][cH:24]2)([c:25]2[cH:26][cH:27][cH:28][cH:29][cH:30]2)[c:31]2[cH:32][cH:33][cH:34][cH:35][cH:36]2)[cH:17]1)[c:37]1[cH:38][c:39]2[cH:40][cH:41][c:42]([C:47](=[O:48])[NH:49][CH3:50])[cH:43][c:44]2[cH:45][cH:46]1>>[OH:6][C:7]([CH2:8][CH2:9][OH:10])([c:13]1[n:14][cH:15][n:16]([C:18]([c:19]2[cH:20][cH:21][cH:22][cH:23][cH:24]2)([c:25]2[cH:26][cH:27][cH:28][cH:29][cH:30]2)[c:31]2[cH:32][cH:33][cH:34][cH:35][cH:36]2)[cH:17]1)[c:37]1[cH:38][c:39]2[cH:40][cH:41][c:42]([C:47](=[O:48])[NH:49][CH3:50])[cH:43][c:44]2[cH:45][cH:46]1. Starting materials: NC1=C2C(=NC=N1)N(N=C2C2=CC=C(C=C2)NC=2SC(=C(N2)C2=CC=C(C=C2)C)CC)[C@@H]2CC[C@@H](CC2)N2CCN(CC2)C (cis-N2-(4-{4-amino-1-[4-(4-methylpiperazino)cyclohexyl]-1H-pyrazolo[3,4-d]pyrimidin-3-yl}phenyl)-5-ethyl-4-(4-methylphenyl)-1,3-thiazol-2-amine), C1(=CC(=CC=C1)B(O)O)C (m-tolylboronic acid). The product is NC1=C2C(=NC=N1)N(N=C2C2=CC=C(C=C2)NC=2SC(=C(N2)C2=CC(=CC=C2)C)CC)[C@@H]2CC[C@@H](CC2)N2CCN(CC2)C (cis-N2-(4-{4-Amino-1-[4-(4-methylpiperazino)cyclohexyl]-1H-pyrazolo[3,4-d]pyrimidin-3-yl}phenyl)-5-ethyl-4-(3-methylphenyl)-1,3-thiazol-2-amine). As a reaction SMILES: [NH2:1][C:2]1[N:7]=[CH:6][N:5]=[C:4]2[N:8]([C@H:32]3[CH2:37][CH2:36][C@@H:35]([N:38]4[CH2:43][CH2:42][N:41]([CH3:44])[CH2:40][CH2:39]4)[CH2:34][CH2:33]3)[N:9]=[C:10]([C:11]3[CH:16]=[CH:15][C:14]([NH:17][C:18]4[S:19][C:20]([CH2:30][CH3:31])=[C:21](C5C=CC(C)=CC=5)[N:22]=4)=[CH:13][CH:12]=3)[C:3]=12.[C:45]1([CH3:54])[CH:50]=[CH:49][CH:48]=[C:47](B(O)O)[CH:46]=1>>[NH2:1][C:2]1[N:7]=[CH:6][N:5]=[C:4]2[N:8]([C@H:32]3[CH2:33][CH2:34][C@@H:35]([N:38]4[CH2:43][CH2:42][N:41]([CH3:44])[CH2:40][CH2:39]4)[CH2:36][CH2:37]3)[N:9]=[C:10]([C:11]3[CH:16]=[CH:15][C:14]([NH:17][C:18]4[S:19][C:20]([CH2:30][CH3:31])=[C:21]([C:47]5[CH:48]=[CH:49][CH:50]=[C:45]([CH3:54])[CH:46]=5)[N:22]=4)=[CH:13][CH:12]=3)[C:3]=12. Procedure: The procedure described for cis-N2-(4-{4-amino-1-[4-(4-methylpiperazino)cyclohexyl]-1H-pyrazolo[3,4-d]pyrimidin-3-yl}phenyl)-5-ethyl-4-(4-methylphenyl)-1,3-thiazol-2-amine was used to convert m-tolylboronic acid (0.175 g, 1.29 mmol) to the title compound. Purification of the product by preparative HPLC (25 to 100% acetonitrile in 0.1 M aqueous ammonium acetate over 20 min at 21 mL/min using an 8μ Hypersil HS C18, 250×21 mm column, Rt 10.0-12.0 min) afforded cis-N2-(4-{4-amino-1-[4-(4-methylpiper... The reactants are OCC1(CO)CCC1, Cc1ccccc1, CCCc1c(Cc2ccc(-c3ccccc3C#N)cc2F)c(=O)n(C2CCC(=O)CC2)c2ncnn12, O, Cc1ccc(S(=O)(=O)O)cc1. Product: CCCc1c(Cc2ccc(-c3ccccc3C#N)cc2F)c(=O)n(C2CCC3(CC2)OCC2(CCC2)CO3)c2ncnn12. As a reaction SMILES: [C:37]1([CH2:41][OH:42])([CH2:43][OH:44])[CH2:38][CH2:39][CH2:40]1.[CH3:57][c:58]1[cH:59][cH:60][cH:61][cH:62][cH:63]1.[F:1][c:2]1[cH:3][c:4](-[c:29]2[c:30]([C:35]#[N:36])[cH:31][cH:32][cH:33][cH:34]2)[cH:5][cH:6][c:7]1[CH2:8][c:9]1[c:10](=[O:28])[n:11]([CH:21]2[CH2:22][CH2:23][C:24](=[O:27])[CH2:25][CH2:26]2)[c:12]2[n:13]([c:14]1[CH2:15][CH2:16][CH3:17])[n:18][cH:19][n:20]2.[OH2:45].[c:46]1([CH3:47])[cH:48][cH:49][c:50]([S:51]([OH:52])(=[O:53])=[O:54])[cH:55][cH:56]1>>[F:1][c:2]1[cH:3][c:4](-[c:29]2[c:30]([C:35]#[N:36])[cH:31][cH:32][cH:33][cH:34]2)[cH:5][cH:6][c:7]1[CH2:8][c:9]1[c:10](=[O:28])[n:11]([CH:21]2[CH2:22][CH2:23][C:24]3([CH2:25][CH2:26]2)[O:27][CH2:43][C:37]2([CH2:38][CH2:39][CH2:40]2)[CH2:41][O:42]3)[c:12]2[n:13]([c:14]1[CH2:15][CH2:16][CH3:17])[n:18][cH:19][n:20]2. Reactants: O1CCCC1 (tetrahydrofuran), [H-].[Al+3].[Li+].[H-].[H-].[H-] (lithium aluminum hydride), FC(S(=O)(=O)OC1=NC=C(C(=O)OCC)C=C1)(F)F (ethyl 6-{[(trifluoromethyl)sulfonyl]oxy}nicotinate), resultant solution, [OH-].[Na+] (sodium hydroxide). Run in C(C)(=O)OCC (ethyl acetate). Yields the product crude product, FC(S(=O)(=O)OC1=NC=C(C=C1)CO)(F)F (5-(Hydroxymethyl)pyridin-2-yl trifluoromethanesulfonate). Isolated yield 65.2%. Reaction SMILES: O1CCCC1.[H-].[Al+3].[Li+].[H-].[H-].[H-].[F:12][C:13]([F:30])([F:29])[S:14]([O:17][C:18]1[CH:28]=[CH:27][C:21]([C:22](OCC)=[O:23])=[CH:20][N:19]=1)(=[O:16])=[O:15].[OH-].[Na+]>C(OCC)(=O)C>[F:30][C:13]([F:12])([F:29])[S:14]([O:17][C:18]1[CH:28]=[CH:27][C:21]([CH2:22][OH:23])=[CH:20][N:19]=1)(=[O:16])=[O:15] |f:1.2.3.4.5.6,8.9|. Procedure: To a tetrahydrofuran solution (2.0 mL) of lithium aluminum hydride (19.0 mg, 0.450 mmol), ethyl 6-{[(trifluoromethyl)sulfonyl]oxy}nicotinate (112 mg, 0.375 mmol) was added and the resultant solution was stirred at 0° C. for 5 minutes. After completion of the reaction, 1 M sodium hydroxide aqueous solution, Celite, and ethyl acetate were added to the reaction solution and the resultant mixture was filtered with Celite, followed by extraction from the filtrate with ethyl acetate. The organic layer... Starting materials: O (water), C1(=CC=CC=C1)S (thiophenol), [OH-].[Na+] (sodium hydroxide), BrCC([C@H]1CC[C@H]2C3=CC=C4C[C@H](C[C@@H]([C@]4(C)[C@H]3CC[C@]12C)OC(=O)OC)OC(=O)OC)C (21-bromo-20-methyl-1α,3β-bis(methoxycarbonyloxy)pregna-5,7-diene). Run in CS(=O)C (dimethyl sulfoxide). Reaction conditions: time 3 hour. Yields the product CC(CSC1=CC=CC=C1)[C@H]1CC[C@H]2C3=CC=C4C[C@H](C[C@@H]([C@]4(C)[C@H]3CC[C@]12C)OC(=O)OC)OC(=O)OC (20-methyl-1α,3β-bis(methoxycarbonyloxy)-21-phenylthiopregna-5, 7-diene). Isolated yield 68.4%. RXN SMILES: [C:1]1([SH:7])[CH:6]=[CH:5][CH:4]=[CH:3][CH:2]=1.[OH-].[Na+].Br[CH2:11][CH:12]([CH3:42])[C@@H:13]1[C@:30]2([CH3:31])[C@H:16]([C:17]3[C@H:27]([CH2:28][CH2:29]2)[C@:25]2([CH3:26])[C:20]([CH2:21][C@@H:22]([O:37][C:38]([O:40][CH3:41])=[O:39])[CH2:23][C@@H:24]2[O:32][C:33]([O:35][CH3:36])=[O:34])=[CH:19][CH:18]=3)[CH2:15][CH2:14]1.O>CS(C)=O>[CH3:42][CH:12]([C@@H:13]1[C@:30]2([CH3:31])[C@H:16]([C:17]3[C@H:27]([CH2:28][CH2:29]2)[C@:25]2([CH3:26])[C:20]([CH2:21][C@@H:22]([O:37][C:38]([O:40][CH3:41])=[O:39])[CH2:23][C@@H:24]2[O:32][C:33]([O:35][CH3:36])=[O:34])=[CH:19][CH:18]=3)[CH2:15][CH2:14]1)[CH2:11][S:7][C:1]1[CH:6]=[CH:5][CH:4]=[CH:3][CH:2]=1 |f:1.2|. Procedure details: In 2 ml of dimethyl sulfoxide under ice-cooling, 55 mg of thiophenol and 20 mg of sodium hydroxide were stirred. Then, 54 mg of 21-bromo-20-methyl-1α,3β-bis(methoxycarbonyloxy)pregna-5,7-diene was added and the mixture was further stirred at ambient temperature for 3 hours. The reaction mixture was then poured into water and extracted with diethyl ether. The extract was washed with water and aqueous sodium chloride solution, dried over anhydrous sodium sulfate and concentrated. The residue was p...